Dataset: the Open Reaction Database (ORD), a public repository of structured organic reaction records. Task: describe an organic reaction: reactants, conditions, products, and yield Reactants: C(C)NC(=O)C1CCC(CC1)=O (N-ethyl-4-oxocyclohexanecarboxamide), N1CC(C1)NC(CNC1=NC=NC2=CC=C(C=C12)C(F)(F)F)=O (N-(azetidin-3-yl)-2-((6-(trifluoromethyl)quinazolin-4-yl)amino)acetamide), [BH-](OC(=O)C)(OC(=O)C)OC(=O)C.[Na+] (NaBH(OAc)3). Yields the product C(C)NC(=O)C1CCC(CC1)N1CC(C1)NC(CNC1=NC=NC2=CC=C(C=C12)C(F)(F)F)=O (N-ethyl-4-(3-(2-((6-(trifluoromethyl)quinazolin-4-yl)amino)acetamido)azetidin-1-yl)cyclohexanecarboxamide). RXN SMILES: [CH2:1]([NH:3][C:4]([CH:6]1[CH2:11][CH2:10][C:9](=O)[CH2:8][CH2:7]1)=[O:5])[CH3:2].[NH:13]1[CH2:16][CH:15]([NH:17][C:18](=[O:35])[CH2:19][NH:20][C:21]2[C:30]3[C:25](=[CH:26][CH:27]=[C:28]([C:31]([F:34])([F:33])[F:32])[CH:29]=3)[N:24]=[CH:23][N:22]=2)[CH2:14]1.[BH-](OC(C)=O)(OC(C)=O)OC(C)=O.[Na+]>>[CH2:1]([NH:3][C:4]([CH:6]1[CH2:11][CH2:10][CH:9]([N:13]2[CH2:14][CH:15]([NH:17][C:18](=[O:35])[CH2:19][NH:20][C:21]3[C:30]4[C:25](=[CH:26][CH:27]=[C:28]([C:31]([F:32])([F:34])[F:33])[CH:29]=4)[N:24]=[CH:23][N:22]=3)[CH2:16]2)[CH2:8][CH2:7]1)=[O:5])[CH3:2] |f:2.3|. Procedure: Reaction of N-ethyl-4-oxocyclohexanecarboxamide with N-(azetidin-3-yl)-2-((6-(trifluoromethyl)quinazolin-4-yl)amino)acetamide (as prepared in Example 1 Step G) in the presence of TEA and NaBH(OAc)3 as described in Example 1, Step H afforded the product. 1H NMR (DMSO-d6) δ: 0.97 (t, J=7.20 Hz, 3 H) 1.25 (d, J=16.93 Hz, 5 H) 1.48 (br. s., 2 H) 1.67 (br. s., 2 H) 1.97-2.08 (m, 1 H) 2.17 (br. s., 1 H) 2.74 (t, J=7.07 Hz, 2 H) 3.01 (m, J=7.07, 5.81 Hz, 2 H) 3.43 (t, J=7.20 Hz, 2 H) 4.12 (d, J=5.56 Hz...